From a dataset of the Open Reaction Database (ORD), a public repository of structured organic reaction records. describe an organic reaction: reactants, conditions, products, and yield Starting materials: NN (hydrazine), NC1=NC=2C=CC=CC2C2=C1N=C(N2CC2(CCC2)O)CN2C(C1=CC=CC=C1C2=O)=O (2-({4-amino-1-[(1-hydroxycyclobutyl)methyl]-1H-imidazo[4,5-c]quinolin-2-yl}methyl)-1H-isoindole-1,3(2H)-dione). Solvent: C(C)O (ethanol). Reaction conditions: time 2 hour. The product is NC1=NC=2C=CC=CC2C2=C1N=C(N2CC2(CCC2)O)CN (1-{[4-amino-2-(aminomethyl)-1H-imidazo[4,5-c]quinolin-1-yl]methyl}cyclobutanol). Isolated yield 59.1%. RXN SMILES: NN.[NH2:3][C:4]1[C:13]2[N:14]=[C:15]([CH2:23][N:24]3C(=O)C4C(=CC=CC=4)C3=O)[N:16]([CH2:17][C:18]3([OH:22])[CH2:21][CH2:20][CH2:19]3)[C:12]=2[C:11]2[CH:10]=[CH:9][CH:8]=[CH:7][C:6]=2[N:5]=1>C(O)C>[NH2:3][C:4]1[C:13]2[N:14]=[C:15]([CH2:23][NH2:24])[N:16]([CH2:17][C:18]3([OH:22])[CH2:21][CH2:20][CH2:19]3)[C:12]=2[C:11]2[CH:10]=[CH:9][CH:8]=[CH:7][C:6]=2[N:5]=1. Procedure: Under a nitrogen atmosphere, hydrazine (0.89 mL, 28 mmol) was added to a suspension of 2-({4-amino-1-[(1-hydroxycyclobutyl)methyl]-1H-imidazo[4,5-c]quinolin-2-yl}methyl)-1H-isoindole-1,3(2H)-dione (2.42 g, 5.66 mmol) in ethanol (57 mL), and the reaction was stirred for two hours at room temperature. The ethanol was removed under reduced pressure, and the resulting white solid was triturated with 2 N hydrochloric acid. The resulting suspension was filtered to remove a solid, and the filter cake w... Starting materials: Cl.FC(C1=NN2C(C(NCC2)C(O)C2CC2)=N1)(F)F ([2-(trifluoromethyl)-5,6,7,8-tetrahydro[1,2,4]triazolo[1,5-α]pyrazin-8-yl](cyclopropyl)methanol hydrochloride), C(C)(C)(C)OC(=O)N[C@@H](CC(=O)O)CC1=C(C=C(C(=C1)F)F)F ((3R)-3-[(tert-butoxycarbonyl)amino]-4-(2,4,5-trifluorophenyl)butanoic acid). The product is C(C)(C)(C)OC(=O)N[C@@H](CC(=O)N1C(C=2N(CC1)N=C(N2)C(F)(F)F)C(O)C2CC2)CC2=C(C=C(C(=C2)F)F)F ([7-[(3R)-3-[(tert-Butoxycarbonyl)amino]-4-(2,4,5-trifluorophenyl)butanoyl]-2-(trifluoromethyl)-5,6,7,8-tetrahydro[1,2,4]triazolo[1,5-α]pyrazin-8-yl](cyclopropyl)methanol). As a reaction SMILES: Cl.[F:2][C:3]([F:19])([F:18])[C:4]1[N:17]=[C:7]2[CH:8]([CH:12]([CH:14]3[CH2:16][CH2:15]3)[OH:13])[NH:9][CH2:10][CH2:11][N:6]2[N:5]=1.[C:20]([O:24][C:25]([NH:27][C@H:28]([CH2:33][C:34]1[CH:39]=[C:38]([F:40])[C:37]([F:41])=[CH:36][C:35]=1[F:42])[CH2:29][C:30](O)=[O:31])=[O:26])([CH3:23])([CH3:22])[CH3:21]>>[C:20]([O:24][C:25]([NH:27][C@H:28]([CH2:33][C:34]1[CH:39]=[C:38]([F:40])[C:37]([F:41])=[CH:36][C:35]=1[F:42])[CH2:29][C:30]([N:9]1[CH2:10][CH2:11][N:6]2[N:5]=[C:4]([C:3]([F:18])([F:2])[F:19])[N:17]=[C:7]2[CH:8]1[CH:12]([CH:14]1[CH2:15][CH2:16]1)[OH:13])=[O:31])=[O:26])([CH3:23])([CH3:21])[CH3:22] |f:0.1|. Procedure: A 160 mg portion of [2-(trifluoromethyl)-5,6,7,8-tetrahydro[1,2,4]triazolo[1,5-α]pyrazin-8-yl](cyclopropyl)methanol hydrochloride was coupled to (3R)-3-[(tert-butoxycarbonyl)amino]-4-(2,4,5-trifluorophenyl)butanoic acid essentially following the procedure outlined in Example 2, Step D. Purification by preparative TCL (silica gel, 10% methanol/dichloromethane) gave 176 mg of the product as a mixture of diastereomers. HPLC (OD chiralcel column, 6% ethanol/hexane) separated the first and last eluti... The reactants are COc1cc(C=O)cc(OC)c1NC=O, CS(C)=O, N#CCCNc1ccccc1. Product: COc1cc(CC(C#N)=CNc2ccccc2)cc(OC)c1NC=O. As a reaction SMILES: [CH3:12][O:13][c:14]1[c:15]([NH:16][CH:17]=[O:18])[c:19]([O:25][CH3:26])[cH:20][c:21]([CH:23]=[O:24])[cH:22]1.[CH3:27][S:28]([CH3:29])=[O:30].[NH:1]([c:2]1[cH:3][cH:4][cH:5][cH:6][cH:7]1)[CH2:8][CH2:9][C:10]#[N:11]>>[NH:1]([c:2]1[cH:3][cH:4][cH:5][cH:6][cH:7]1)[CH:8]=[C:9]([C:10]#[N:11])[CH2:23][c:21]1[cH:20][c:19]([O:25][CH3:26])[c:15]([NH:16][CH:17]=[O:18])[c:14]([O:13][CH3:12])[cH:22]1. Starting materials: C(\C=C/C(=O)O)(=O)O.C(=O)(OC)COC1=CC=C(CCNCC(COC2=CC=C3C(C=C(OC3=C2)C2=CC=CC=C2)=O)O)C=C1 (7-[3-[4-(Carbomethoxymethoxy)phenethylamino]-2-hydroxypropoxy]flavone Maleate), C(Cl)(Cl)Cl.CO.C(C)(=O)O (chloroform methanol acetic acid), ester, Cl (HCl), C(\C=C/C(=O)O)(=O)O (maleic acid). The solvent is [OH-].[Na+] (NaOH), [OH-].[Na+] (NaOH), CO.O (methanol water). Reaction conditions: time 1.5 hour. Yields the product C(\C=C/C(=O)O)(=O)O.C(=O)(O)COC1=CC=C(CCNCC(COC2=CC=C3C(C=C(OC3=C2)C2=CC=CC=C2)=O)O)C=C1 (7-[3-[[4-(Carboxymethoxy)phenethyl]amino]-2-hydroxypropoxy]flavone Maleate). Reaction SMILES: [C:1]([OH:8])(=[O:7])/[CH:2]=[CH:3]\[C:4]([OH:6])=[O:5].[C:9]([CH2:13][O:14][C:15]1[CH:45]=[CH:44][C:18]([CH2:19][CH2:20][NH:21][CH2:22][CH:23]([OH:43])[CH2:24][O:25][C:26]2[CH:35]=[C:34]3[C:29]([C:30](=[O:42])[CH:31]=[C:32]([C:36]4[CH:41]=[CH:40][CH:39]=[CH:38][CH:37]=4)[O:33]3)=[CH:28][CH:27]=2)=[CH:17][CH:16]=1)([O:11]C)=[O:10].Cl.C(O)(=O)/C=C\C(O)=O.C(Cl)(Cl)Cl.CO.C(O)(=O)C>CO.O.[OH-].[Na+]>[C:1]([OH:8])(=[O:7])/[CH:2]=[CH:3]\[C:4]([OH:6])=[O:5].[C:9]([CH2:13][O:14][C:15]1[CH:16]=[CH:17][C:18]([CH2:19][CH2:20][NH:21][CH2:22][CH:23]([OH:43])[CH2:24][O:25][C:26]2[CH:35]=[C:34]3[C:29]([C:30](=[O:42])[CH:31]=[C:32]([C:36]4[CH:41]=[CH:40][CH:39]=[CH:38][CH:37]=4)[O:33]3)=[CH:28][CH:27]=2)=[CH:44][CH:45]=1)([OH:11])=[O:10] |f:0.1,4.5.6,7.8,9.10,11.12|. Procedure: A suspension of Example 15 (1.9 g, 3.77 mmol) in methanol-water (2:1) was made strongly basic with 5% aqueous NaOH and stirred at room temperature for 1.5 hours followed by gentle warming to complete the hydrolysis. The solution was then acidified to pH 4-5 with conc. HCl, the precipitated gum was washed with water and taken up in hot methanol. The suspension was made strongly acidic with conc. HCl resulting in a solution which was left to crystallize. The precipitated solid showed the presence ... The reactants are CCO, Cn1cc(C(=O)NCc2ccc(Cl)cc2)c(=O)c2cc(C#CCCCO)oc21. The product is Cn1cc(C(=O)NCc2ccc(Cl)cc2)c(=O)c2cc(CCCCCO)oc21. RXN SMILES: [CH3:29][CH2:30][OH:31].[Cl:1][c:2]1[cH:3][cH:4][c:5]([CH2:6][NH:7][C:8](=[O:9])[c:10]2[c:11](=[O:26])[c:12]3[c:13]([n:14]([CH3:16])[cH:15]2)[o:17][c:18]([C:20]#[C:21][CH2:22][CH2:23][CH2:24][OH:25])[cH:19]3)[cH:27][cH:28]1>>[Cl:1][c:2]1[cH:3][cH:4][c:5]([CH2:6][NH:7][C:8](=[O:9])[c:10]2[c:11](=[O:26])[c:12]3[c:13]([n:14]([CH3:16])[cH:15]2)[o:17][c:18]([CH2:20][CH2:21][CH2:22][CH2:23][CH2:24][OH:25])[cH:19]3)[cH:27][cH:28]1.